Dataset: the Open Reaction Database (ORD), a public repository of structured organic reaction records. Task: describe an organic reaction: reactants, conditions, products, and yield The reactants are C(C)(C)(C)[C@](C(=O)O)(CC(=O)O)CCCC (mono t-butyl 2-(R)-(n-butyl)succinic acid), BrCC(=O)OC (methyl bromoacetate), [Li+].CC(C)[N-]C(C)C (LDA), solution, IC (Iodomethane), C(CCCCC)(=O)Cl (hexanoylchloride), monomethyl-2-R-butylsuccinic acid. Solvent: C1CCOC1 (THF), C1CCOC1.CCCCCC.C(C)C1=CC=CC=C1 (THF hexane ethyl-benzene). Run at time 1 hour. Product: C(C)(C)(C)[C@](C(=O)O)(C(C(=O)O)C)CCCC (mono t-butyl 2-(R)-(n-butyl)-3-(RS)-methylsuccinic acid). As a reaction SMILES: [C:1]([C@@:5]([CH2:13][CH2:14][CH2:15][CH3:16])([CH2:9][C:10]([OH:12])=[O:11])[C:6]([OH:8])=[O:7])([CH3:4])([CH3:3])[CH3:2].[C:17](Cl)(=O)CCCCC.BrCC(OC)=O.[Li+].CC([N-]C(C)C)C.IC>C1COCC1.C1COCC1.CCCCCC.C(C1C=CC=CC=1)C>[C:1]([C@@:5]([CH2:13][CH2:14][CH2:15][CH3:16])([CH:9]([CH3:17])[C:10]([OH:12])=[O:11])[C:6]([OH:8])=[O:7])([CH3:4])([CH3:3])[CH3:2] |f:3.4,7.8.9|. Procedure: To mono t-butyl 2-(R)-(n-butyl)succinic acid (2.0 g, 8.70 mmol; prepared in three steps from hexanoylchloride using the procedure of Example 16, Step A for the synthesis of monomethyl-2-R-butylsuccinic acid, with substitution of t-butyl bromoacetate for methyl bromoacetate) in anhydrous THF (40 mL) at −78° C. was added LDA (2.2 eq., 19.1 mmol, 9.56 ml of a 2.0 M solution in THF/hexane/ethyl-benzene) and the reaction stirred for 1 h. Iodomethane (11.3 mmol, 1.6 g) was then added and the reaction ... Starting materials: O=C1NC2=C(OC1)C=CC(=N2)CNC2CCN(CC2)CCN2C(C=CC1=NC=C(C=C21)OC)=O (1-(2-(4-((3-oxo-3,4-dihydro-2H-pyrido(3,2-b)(1,4)oxazin-6-yl)methylamino)piperidin-1-yl)ethyl)-7-methoxy-1,5-naphthyridin-2(1H)-one), Cl.C(C)(=O)OCC (hydrogen chloride ethyl acetate). Run in C(C)(=O)OCC (ethyl acetate), CO (methanol). Reaction conditions: time 12 minute. The product is Cl.O=C1NC2=C(OC1)C=CC(=N2)CNC2CCN(CC2)CCN2C(C=CC1=NC=C(C=C21)OC)=O (1-(2-(4-((3-oxo-3,4-dihydro-2H-pyrido(3,2-b)(1,4)oxazin-6-yl)methylamino)piperidin-1-yl)ethyl)-7-methoxy-1,5-naphthyridin-2(1H)-one hydrochloride). Reaction SMILES: [O:1]=[C:2]1[CH2:7][O:6][C:5]2[CH:8]=[CH:9][C:10]([CH2:12][NH:13][CH:14]3[CH2:19][CH2:18][N:17]([CH2:20][CH2:21][N:22]4[C:31]5[C:26](=[N:27][CH:28]=[C:29]([O:32][CH3:33])[CH:30]=5)[CH:25]=[CH:24][C:23]4=[O:34])[CH2:16][CH2:15]3)=[N:11][C:4]=2[NH:3]1.[ClH:35].C(OCC)(=O)C>C(OCC)(=O)C.CO>[ClH:35].[O:1]=[C:2]1[CH2:7][O:6][C:5]2[CH:8]=[CH:9][C:10]([CH2:12][NH:13][CH:14]3[CH2:15][CH2:16][N:17]([CH2:20][CH2:21][N:22]4[C:31]5[C:26](=[N:27][CH:28]=[C:29]([O:32][CH3:33])[CH:30]=5)[CH:25]=[CH:24][C:23]4=[O:34])[CH2:18][CH2:19]3)=[N:11][C:4]=2[NH:3]1 |f:1.2,5.6|. Reported procedure: To a solution of 260 mg of 1-(2-(4-((3-oxo-3,4-dihydro-2H-pyrido(3,2-b)(1,4)oxazin-6-yl)methylamino)piperidin-1-yl)ethyl)-7-methoxy-1,5-naphthyridin-2(1H)-one in 4 mL of ethyl acetate and 2 mL of methanol, 3 mL of 4 mol/L hydrogen chloride/ethyl acetate was added, and the mixture was stirred at room temperature for 12 minutes. The solvent was distilled off under reduced pressure, thereto was added diethyl ether, and the solid was filtered off to obtain 304 mg of 1-(2-(4-((3-oxo-3,4-dihydro-2H-py...